This data is from the Open Reaction Database (ORD), a public repository of structured organic reaction records. The task is: describe an organic reaction: reactants, conditions, products, and yield Reactants: Cl.ClC1=CC=C(C=C1)S(=O)(=O)CCNC(C)C (N-[2-[(4-chlorophenyl)sulfonyl]ethyl]-1-methylethanamine hydrochloride), [OH-].[Na+] (sodium hydroxide). Solvent: CS(=O)C (dimethyl sulfoxide). Product: Cl.OC1=CC=C(C=C1)S(=O)(=O)CCNC(C)C (N-[2-[(4-Hydroxyphenyl)sulfonyl]ethyl]-2-propanamine hydrochloride). RXN SMILES: Cl.[Cl:2][C:3]1[CH:8]=[CH:7][C:6]([S:9]([CH2:12][CH2:13][NH:14][CH:15]([CH3:17])[CH3:16])(=[O:11])=[O:10])=[CH:5][CH:4]=1.[OH-:18].[Na+]>CS(C)=O>[ClH:2].[OH:18][C:3]1[CH:8]=[CH:7][C:6]([S:9]([CH2:12][CH2:13][NH:14][CH:15]([CH3:17])[CH3:16])(=[O:11])=[O:10])=[CH:5][CH:4]=1 |f:0.1,2.3,5.6|. Procedure: A solution of N-[2-[(4-chlorophenyl)sulfonyl]ethyl]-1-methylethanamine hydrochloride and sodium hydroxide in 500 ml of dimethyl sulfoxide is heated at 95° C. for 2 hrs with stirring. The solvent is removed by rotary evaporation (vacuum pump) and the residue is partitioned between water (pH adjusted to 7 by the addition of dilute hydrochloric acid) and chloroform. The chloroform is removed and the residue is converted to the hydrochloride salt with ethereal hydrogen chloride. The salt is then rec...